This data is from the Open Reaction Database (ORD), a public repository of structured organic reaction records. The task is: describe an organic reaction: reactants, conditions, products, and yield Reactants: COC=1C=C2C(=NC=NC2=CC1OCCNCCOC)OC1=CC=CC=C1 (6-methoxy-4-phenoxy-7-(2-(2-methoxyethylamino)ethoxy)quinazoline), C(O)([O-])=O.[Na+] (sodium hydrogen carbonate). Run in Cl (hydrochloric acid). Conditions: temperature 90 celsius. Yields the product COC=1C=C2C(NC=NC2=CC1OCCNCCOC)=O (6-methoxy-7-(2-(2-methoxyethylamino)ethoxy)-3,4-dihydroquinazolin-4-one). The yield is 102.3%. Reaction SMILES: [CH3:1][O:2][C:3]1[CH:4]=[C:5]2[C:10](=[CH:11][C:12]=1[O:13][CH2:14][CH2:15][NH:16][CH2:17][CH2:18][O:19][CH3:20])[N:9]=[CH:8][N:7]=[C:6]2[O:21]C1C=CC=CC=1.C(=O)([O-])O.[Na+]>Cl>[CH3:1][O:2][C:3]1[CH:4]=[C:5]2[C:10](=[CH:11][C:12]=1[O:13][CH2:14][CH2:15][NH:16][CH2:17][CH2:18][O:19][CH3:20])[N:9]=[CH:8][NH:7][C:6]2=[O:21] |f:1.2|. Procedure details: A mixture of 6-methoxy-4-phenoxy-7-(2-(2-methoxyethylamino)ethoxy)quinazoline (760 mg, 2 mmol) in 2M hydrochloric acid (5 ml) was heated at 90° C. for 1.5 hours. The mixture was allowed to cool and adjusted to pH7 with solid sodium hydrogen carbonate. The water was removed by evaporation and the residue extracted with methylene chloride/methanol/aqueous ammonia (100/8/1). The volatiles were removed from the extract by evaporation, the residue dissolved in methylene chloride, passed through phase... As a reaction SMILES: [K+:20].[OH-:19].[OH2:21].[OH:1][CH2:2][CH2:3][CH2:4][CH2:5][CH2:6][CH2:7][CH2:8][CH2:9][S:10][CH2:11][CH2:12][CH2:13][CH2:14][CH2:15][C:16](=[O:17])[OH:18].[OH:22][CH2:23][CH:24]([CH2:25][OH:26])[OH:27]>>[CH2:2]1[CH2:3][CH2:4][CH2:5][CH2:6][CH2:7][CH2:8][CH2:9][S:10][CH2:11][CH2:12][CH2:13][CH2:14][CH2:15][C:16](=[O:17])[O:18]1. The reactants are [K+], [OH-], O, O=C(O)CCCCCSCCCCCCCCO, OCC(O)CO. The product is O=C1CCCCCSCCCCCCCCO1. Reactants: O=[N+]([O-])c1cc(F)c(Br)cc1F, C1CCOC1, C[Si](C)(C)[O-], [Na+]. Product: O=[N+]([O-])c1cc(F)c(Br)cc1O. RXN SMILES: [Br:7][c:8]1[cH:9][c:10]([F:18])[c:11]([N+:15](=[O:16])[O-:17])[cH:12][c:13]1[F:14].[CH2:19]1[O:20][CH2:21][CH2:22][CH2:23]1.[CH3:1][Si:2]([O-:3])([CH3:4])[CH3:5].[Na+:6]>>[OH:3][c:10]1[cH:9][c:8]([Br:7])[c:13]([F:14])[cH:12][c:11]1[N+:15](=[O:16])[O-:17]. The reactants are C(C)(C)(C)OC(=O)N1C[C@@H]2[C@@H](CCC([C@@H]2C1)(C1=CC=CC=C1)C1=CC=CC=C1)F ((3aR, 7R,7aR)-2-t-butoxycarbonyl-4,4-diphenyl-7-fluoroperhydroisoindole), solution, Cl (hydrochloric acid). The solvent is O1CCOCC1 (dioxane), O1CCOCC1 (dioxane). Run at temperature 20 celsius, time 2 hour. Product: Cl.C1(=CC=CC=C1)C1([C@@H]2CNC[C@@H]2[C@@H](CC1)F)C1=CC=CC=C1 ((3aR, 7R,7aR)-4,4-diphenyl-7-fluoroperhydroisoindole hydrochloride). RXN SMILES: C(OC([N:8]1[CH2:16][C@@H:15]2[C@@H:10]([C@H:11]([F:29])[CH2:12][CH2:13][C:14]2([C:23]2[CH:28]=[CH:27][CH:26]=[CH:25][CH:24]=2)[C:17]2[CH:22]=[CH:21][CH:20]=[CH:19][CH:18]=2)[CH2:9]1)=O)(C)(C)C.[ClH:30]>O1CCOCC1>[ClH:30].[C:23]1([C:14]2([C:17]3[CH:18]=[CH:19][CH:20]=[CH:21][CH:22]=3)[CH2:13][CH2:12][C@@H:11]([F:29])[C@@H:10]3[C@H:15]2[CH2:16][NH:8][CH2:9]3)[CH:28]=[CH:27][CH:26]=[CH:25][CH:24]=1 |f:3.4|. Reported procedure: A solution of 2.25 g of (3aR, 7R,7aR)-2-t-butoxycarbonyl-4,4-diphenyl-7-fluoroperhydroisoindole in 25 cm3 of dioxane is treated with a 5.8N solution of hydrochloric acid in dioxane and stirred for 2 hours at 20° C. and then concentrated to dryness under reduced pressure (2.7 kPa). The residue is concreted by adding 100 cm3 of isopropyl oxide, the solid is filtered and dried to give 1.8 g of (3aR, 7R,7aR)-4,4-diphenyl-7-fluoroperhydroisoindole hydrochloride in the form of a cream-colored powder. Starting materials: Cl(=O)[O-].[Na+] (sodium chlorite), OP(=O)(O)[O-].[Na+] (sodium phosphate monobasic), resultant mixture, Cl(=O)[O-].[Na+] (sodium chlorite), OP(=O)(O)[O-].[Na+] (sodium phosphate monobasic), C(C1=CC=CC=C1)OC(=O)NC1=CC=C(C(=C1C(=O)OC(C)(C)C)O)C1=C(OC=C1)C=O (tert-butyl 6-benzyloxycarbonylamino-3-(2-formylfuran-3-yl)-2-hydroxybenzoate), C(C1=CC=CC=C1)OC(=O)NC1=CC=C(C(=C1C(=O)OC(C)(C)C)O)C1=C(OC=C1)C=O (tert-butyl 6-benzyloxycarbonylamino-3-(2-formylfuran-3-yl)-2-hydroxybenzoate), CC(C)=CC (2-methyl-2-butene), [OH-].[Na+] (sodium hydroxide). Run in O (water), O (water), C(C)(C)(C)O (tert-butanol), C(C)#N (acetonitrile). Yields the product C(C1=CC=CC=C1)OC(=O)NC1=C(C(=C(C=C1)C1=C(OC=C1)C(=O)O)O)C(=O)OC(C)(C)C (3-(4-benzyloxycarbonylamino-3-tert-butoxycarbonyl-2-hydroxyphenyl)-furan-2-carboxylic acid). As a reaction SMILES: Cl([O-])=O.[Na+].OP([O-])(O)=O.[Na+].[CH2:11]([O:18][C:19]([NH:21][C:22]1[C:27]([C:28]([O:30][C:31]([CH3:34])([CH3:33])[CH3:32])=[O:29])=[C:26]([OH:35])[C:25]([C:36]2[CH:40]=[CH:39][O:38][C:37]=2[CH:41]=[O:42])=[CH:24][CH:23]=1)=[O:20])[C:12]1[CH:17]=[CH:16][CH:15]=[CH:14][CH:13]=1.CC(=CC)C.[OH-:48].[Na+]>O.C(O)(C)(C)C.C(#N)C>[CH2:11]([O:18][C:19]([NH:21][C:22]1[CH:23]=[CH:24][C:25]([C:36]2[CH:40]=[CH:39][O:38][C:37]=2[C:41]([OH:48])=[O:42])=[C:26]([OH:35])[C:27]=1[C:28]([O:30][C:31]([CH3:34])([CH3:33])[CH3:32])=[O:29])=[O:20])[C:12]1[CH:13]=[CH:14][CH:15]=[CH:16][CH:17]=1 |f:0.1,2.3,6.7|. Procedure: A solution of sodium chlorite (0.113 g) and sodium phosphate monobasic (0.168 g) in water (51 mL) was added to a suspension of tert-butyl 6-benzyloxycarbonylamino-3-(2-formylfuran-3-yl)-2-hydroxybenzoate (Intermediate 60, 0.438 g) and 2-methyl-2-butene (1.06 mL) in tert-butanol (25 mL) and acetonitrile (5 mL). The reaction mixture was stirred at room temperature. Further amounts of sodium chlorite (0.137 g) and sodium phosphate monobasic (0.180 g), in water (4 mL) were added and the reaction mix... Starting materials: N1=NC(=CC=C1)OCC1C2CCC(C1)N2C(=O)OC(C)(C)C ((±)-tert-butyl 2-((pyridazin-3-yloxy)methyl)-7-azabicyclo[2.2.1]heptane-7-carboxylate), Cl (HCl). Run in O1CCOCC1 (1,4-dioxane), CC(C)O (iPrOH). Conditions: temperature 70 celsius. Yields the product Cl.N1=NC(=CC=C1)OCC1C2CCC(C1)N2 ((±)-2-((pyridazin-3-yloxy)methyl)-7-azabicyclo[2.2.1]heptane hydrochloride). As a reaction SMILES: [N:1]1[CH:6]=[CH:5][CH:4]=[C:3]([O:7][CH2:8][CH:9]2[CH2:14][CH:13]3[N:15](C(OC(C)(C)C)=O)[CH:10]2[CH2:11][CH2:12]3)[N:2]=1.[ClH:23]>O1CCOCC1.CC(O)C>[ClH:23].[N:1]1[CH:6]=[CH:5][CH:4]=[C:3]([O:7][CH2:8][CH:9]2[CH2:14][CH:13]3[NH:15][CH:10]2[CH2:11][CH2:12]3)[N:2]=1 |f:4.5|. Procedure details: To the title compound from step A (300 mg, 1 mmol) in 1,4-dioxane (3 mL) was added 6N HCl in iPrOH (1 mL). The reaction was heated to 70° C. for 3 h, cooled to rt and concentrated to give the title compound that was used without further purification. MS (ESI) mass calcd. for C11H15N3O, 205.1; m/z found 206.0 [M+H]+.